Dataset: the Open Reaction Database (ORD), a public repository of structured organic reaction records. Task: describe an organic reaction: reactants, conditions, products, and yield Reactants: NNC(=S)N (thiosemicarbazide), C(C1=CN=CC=C1)(=O)Cl (nicotinoyl chloride), C([O-])([O-])=O.[Na+].[Na+] (sodium carbonate), Cl (hydrochloric acid). Solvent: N1=CC=CC=C1 (pyridine), O (water). Product: SC1=NNC(=N1)C=1C=NC=CC1 (3-Mercapto-5-(3-pyridyl)-1,2,4-triazole). RXN SMILES: [NH2:1][NH:2][C:3]([NH2:5])=[S:4].[C:6](Cl)(=O)[C:7]1[CH:12]=[CH:11][CH:10]=[N:9][CH:8]=1.C(=O)([O-])[O-].[Na+].[Na+].Cl>N1C=CC=CC=1.O>[SH:4][C:3]1[N:5]=[C:6]([C:7]2[CH:8]=[N:9][CH:10]=[CH:11][CH:12]=2)[NH:1][N:2]=1 |f:2.3.4|. Procedure details: To a solution of 19 g (0.200 mol) of thiosemicarbazide in 175 ml of dry pyridine, 29 g (0.200 mol) of nicotinoyl chloride was slowly added at 10° C. After reflux for 40 min. the reaction mixture was concentrated to half the original volume, 500 ml of water was added, and stored in the cold overnight. The precipitate formed was removed by filtration, and the filtrate was evaporated in vacuo. The resulting heavy, yellow oil was dissolved in 300 ml of water, and 64 g (0.600 mol) of sodium carbonate... Solvent: C(C)O (ethanol). As a reaction SMILES: COCO[C:5]1[CH:10]=[C:9]([O:11][CH2:12][O:13][CH3:14])[CH:8]=[CH:7][C:6]=1[C:15](=[O:17])C>C(O)C>[CH3:14][O:13][CH2:12][O:11][C:9]1[CH:10]=[CH:5][C:6]([CH:15]=[O:17])=[CH:7][CH:8]=1. Yields the product COCOC1=CC=C(C=O)C=C1 (p-methoxymethoxybenzaldehyde). Procedure: In 50 ml of ethanol were dissolved 6.31 g of the 2',4'-bis(methoxymethoxy)acetophenone obtained in Production Example 10 and 4.00 g of the p-methoxymethoxybenzaldehyde obtained in Production Example 25, and the solution was cooled to 0° C. and 30 ml of a saturated solution of potassium hydroxide in ethanol was added to the solution. The temperature of the reaction liquid was elevated to room temperature and the liquid was stirred for 2 days. The reaction liquid was diluted with water, neutralize... The reactants are COCOC1=C(C=CC(=C1)OCOC)C(C)=O (2',4'-bis(methoxymethoxy)acetophenone). Isolated yield 91.7%. Reactants: CC(C)C(O)(c1cccc(Br)c1)c1cn(C(c2ccccc2)(c2ccccc2)c2ccccc2)cn1, Cc1ccccc1B(O)O. Product: Cc1ccccc1-c1cccc(C(O)(c2cn(C(c3ccccc3)(c3ccccc3)c3ccccc3)cn2)C(C)C)c1. As a reaction SMILES: [Br:11][c:12]1[cH:13][c:14]([C:18]([CH:19]([CH3:20])[CH3:21])([OH:22])[c:23]2[n:24][cH:25][n:26]([C:28]([c:29]3[cH:30][cH:31][cH:32][cH:33][cH:34]3)([c:35]3[cH:36][cH:37][cH:38][cH:39][cH:40]3)[c:41]3[cH:42][cH:43][cH:44][cH:45][cH:46]3)[cH:27]2)[cH:15][cH:16][cH:17]1.[c:1]1([CH3:10])[c:2]([B:7]([OH:8])[OH:9])[cH:3][cH:4][cH:5][cH:6]1>>[c:1]1([CH3:10])[c:2](-[c:12]2[cH:13][c:14]([C:18]([CH:19]([CH3:20])[CH3:21])([OH:22])[c:23]3[n:24][cH:25][n:26]([C:28]([c:29]4[cH:30][cH:31][cH:32][cH:33][cH:34]4)([c:35]4[cH:36][cH:37][cH:38][cH:39][cH:40]4)[c:41]4[cH:42][cH:43][cH:44][cH:45][cH:46]4)[cH:27]3)[cH:15][cH:16][cH:17]2)[cH:3][cH:4][cH:5][cH:6]1. Reactants: C(C)(=O)N1C(CC(C2=CC(=CC=C12)C1=CC=C(C=C1)CN1CCCCC1)NC=O)CC ({1-acetyl-2-ethyl-6-[4-(1-piperidinylmethyl)phenyl]-1,2,3,4-tetrahydro-4-quinolinyl}formamide), Intermediate 6, Cl (hydrochloric acid). The solvent is C(C)O (Ethanol). Reaction conditions: temperature 85 celsius. Yields the product C(C)(=O)N1[C@H](C[C@H](C2=CC(=CC=C12)C1=CC=C(C=C1)CN1CCCCC1)N)CC ((cis)-1-acetyl-2-ethyl-6-[4-(1-piperidinylmethyl)phenyl]-1,2,3,4-tetrahydro-4-quinolinamine). RXN SMILES: [C:1]([N:4]1[C:13]2[C:8](=[CH:9][C:10]([C:14]3[CH:19]=[CH:18][C:17]([CH2:20][N:21]4[CH2:26][CH2:25][CH2:24][CH2:23][CH2:22]4)=[CH:16][CH:15]=3)=[CH:11][CH:12]=2)[CH:7]([NH:27]C=O)[CH2:6][CH:5]1[CH2:30][CH3:31])(=[O:3])[CH3:2].Cl>C(O)C>[C:1]([N:4]1[C:13]2[C:8](=[CH:9][C:10]([C:14]3[CH:19]=[CH:18][C:17]([CH2:20][N:21]4[CH2:26][CH2:25][CH2:24][CH2:23][CH2:22]4)=[CH:16][CH:15]=3)=[CH:11][CH:12]=2)[C@H:7]([NH2:27])[CH2:6][C@@H:5]1[CH2:30][CH3:31])(=[O:3])[CH3:2]. Reported procedure: {1-acetyl-2-ethyl-6-[4-(1-piperidinylmethyl)phenyl]-1,2,3,4-tetrahydro-4-quinolinyl}formamide (for a preparation see Intermediate 6) (1.00 g, 2.026 mmol) was dissolved in Ethanol (20 ml), mixed with 5M hydrochloric acid (1.216 ml, 6.08 mmol) and stirred under reflux at 85° C. for 24 hours. The mixture was loaded onto a 5 g SCX-column, eluting with MeOH (70 mL), followed by 2M MeOH/NH3 (70 mL). Product-containing fractions were evaporated to dryness to give a yellow solid (1.242 g). The residue w... Starting materials: [Cl-], CC(O)(CCCl)c1ccc(-c2ccc(N)cc2)cc1, Cl, [Cu+2], O=N[O-], [Na+], [Na+], O, O=S(=O)([O-])[O-]. Product: CC(O)(CCCl)c1ccc(-c2ccc(Cl)cc2)cc1. As a reaction SMILES: [Cl-:25].[Cl:1][CH2:2][CH2:3][C:4]([CH3:5])([OH:6])[c:7]1[cH:8][cH:9][c:10](-[c:13]2[cH:14][cH:15][c:16]([NH2:19])[cH:17][cH:18]2)[cH:11][cH:12]1.[ClH:20].[Cu+2:32].[N:21]([O-:22])=[O:23].[Na+:24].[Na+:26].[OH2:33].[S:27]([O-:28])([O-:29])(=[O:30])=[O:31]>>[Cl:1][CH2:2][CH2:3][C:4]([CH3:5])([OH:6])[c:7]1[cH:8][cH:9][c:10](-[c:13]2[cH:14][cH:15][c:16]([Cl:20])[cH:17][cH:18]2)[cH:11][cH:12]1. Reactants: Cl (hydrochloric acid), C1(CCCC(=O)O1)=O (glutaric anhydride), CC1=C(C=CC=C1)[Mg]Cl (2-methylphenyl magnesium chloride). Solvent: O1CCCC1 (tetrahydrofuran), O1CCCC1 (tetrahydrofuran). Conditions: temperature -78 celsius, time 2.5 hour. The product is O=C(CCCC(=O)O)C1=C(C=CC=C1)C (5-oxo-5-(2-methylphenyl)pentanoic acid). Reaction SMILES: [C:1]1(=[O:8])[O:7][C:5](=[O:6])[CH2:4][CH2:3][CH2:2]1.[CH3:9][C:10]1[CH:15]=[CH:14][CH:13]=[CH:12][C:11]=1[Mg]Cl.Cl>O1CCCC1>[O:6]=[C:5]([C:11]1[CH:12]=[CH:13][CH:14]=[CH:15][C:10]=1[CH3:9])[CH2:4][CH2:3][CH2:2][C:1]([OH:7])=[O:8]. Procedure details: A stirred solution of glutaric anhydride (22.82 g) in dry tetrahydrofuran (300 mL) at −78° C. is treated with a solution of 2-methylphenyl magnesium chloride in tetrahydrofuran (200 mL, 0.1 M) over 45 minutes. The mixture is stirred at −78° C. for 2.5 hours and the grey suspension is poured into 1 N hydrochloric acid (300 mL). The mixture is extracted with ethyl acetate (300 mL). The organic phase is dried over magnesium sulphate and evaporated to give 5-oxo-5-(2-methylphenyl)pentanoic acid (36.... Starting materials: C=CCn1c(=O)sc2ccccc21, CCCCC1CCNCC1, CC#N, ClCCCI, O=c1sc2ccccc2n1CCCCl, [H-], [I-], [Na+], [Na+], [Na+], [Na+], O=C([O-])[O-], O, O=c1[nH]c2ccccc2s1. The product is CCCCC1CCN(CCCn2c(=O)sc3ccccc32)CC1. Reaction SMILES: [CH2:32]([n:33]1[c:34]2[cH:35][cH:36][cH:37][cH:38][c:39]2[s:40][c:41]1=[O:42])[CH:43]=[CH2:44].[CH2:45]([CH2:46][CH2:47][CH3:48])[CH:49]1[CH2:50][CH2:51][NH:52][CH2:53][CH2:54]1.[CH3:64][C:65]#[N:66].[Cl:13][CH2:14][CH2:15][CH2:16][I:17].[Cl:18][CH2:19][CH2:20][CH2:21][n:22]1[c:23](=[O:31])[s:24][c:25]2[c:26]1[cH:27][cH:28][cH:29][cH:30]2.[H-:11].[I-:56].[Na+:12].[Na+:55].[Na+:57].[Na+:58].[O-:59][C:60](=[O:61])[O-:62].[OH2:63].[s:1]1[c:2]2[cH:3][cH:4][cH:5][cH:6][c:7]2[nH:8][c:9]1=[O:10]>>[CH2:19]([CH2:20][CH2:21][n:22]1[c:23](=[O:31])[s:24][c:25]2[c:26]1[cH:27][cH:28][cH:29][cH:30]2)[N:52]1[CH2:51][CH2:50][CH:49]([CH2:45][CH2:46][CH2:47][CH3:48])[CH2:54][CH2:53]1.